From a dataset of the Open Reaction Database (ORD), a public repository of structured organic reaction records. describe an organic reaction: reactants, conditions, products, and yield Reactants: O=C([O-])[O-], O=C(NCc1ccccc1)c1cc(O)cc(I)c1, CCOC(=O)CCCOc1cccc(CCCCCCBr)c1CCC(=O)OCC, CC(C)=O, [K+], [K+], CN(C)C=O. Yields the product CCOC(=O)CCCOc1cccc(CCCCCCOc2cc(I)cc(C(=O)NCc3ccccc3)c2)c1CCC(=O)OCC. Reaction SMILES: [C:19](=[O:20])([O-:21])[O-:22].[CH2:1]([c:2]1[cH:3][cH:4][cH:5][cH:6][cH:7]1)[NH:8][C:9]([c:10]1[cH:11][c:12]([OH:17])[cH:13][c:14]([I:16])[cH:15]1)=[O:18].[CH2:25]([CH3:26])[O:27][C:28]([CH2:29][CH2:30][CH2:31][O:32][c:33]1[c:34]([CH2:46][CH2:47][C:48](=[O:49])[O:50][CH2:51][CH3:52])[c:35]([CH2:39][CH2:40][CH2:41][CH2:42][CH2:43][CH2:44][Br:45])[cH:36][cH:37][cH:38]1)=[O:53].[CH3:54][C:55](=[O:56])[CH3:57].[K+:23].[K+:24].[O:58]=[CH:59][N:60]([CH3:61])[CH3:62]>>[CH2:1]([c:2]1[cH:3][cH:4][cH:5][cH:6][cH:7]1)[NH:8][C:9]([c:10]1[cH:11][c:12]([O:17][CH2:44][CH2:43][CH2:42][CH2:41][CH2:40][CH2:39][c:35]2[c:34]([CH2:46][CH2:47][C:48](=[O:49])[O:50][CH2:51][CH3:52])[c:33]([O:32][CH2:31][CH2:30][CH2:29][C:28]([O:27][CH2:25][CH3:26])=[O:53])[cH:38][cH:37][cH:36]2)[cH:13][c:14]([I:16])[cH:15]1)=[O:18].